From a dataset of the Open Reaction Database (ORD), a public repository of structured organic reaction records. describe an organic reaction: reactants, conditions, products, and yield Reactants: ClC=1C=2N(C3=C(N1)C(=NN3C)C)N=CC2C(=O)OCC (5-chloro-1,3-dimethyl-1H-dipyrazolo[1,5-a:4',3'-e]pyrazine-6-carboxylic acid, ethyl ester), CC[O-].[Na+] (sodium ethylate). The solvent is C(C)O (ethanol). The product is C(C)OC=1C=2N(C3=C(N1)C(=NN3C)C)N=CC2C(=O)OCC (5-Ethoxy-1,3-dimethyl-1H-dipyrazolo[1,5-a:4',3'-e]pyrazine-6-carboxylic acid, ethyl ester). As a reaction SMILES: Cl[C:2]1[C:3]2[N:4]([N:13]=[CH:14][C:15]=2[C:16]([O:18][CH2:19][CH3:20])=[O:17])[C:5]2[N:10]([CH3:11])[N:9]=[C:8]([CH3:12])[C:6]=2[N:7]=1.[CH3:21][CH2:22][O-:23].[Na+]>C(O)C>[CH2:22]([O:23][C:2]1[C:3]2[N:4]([N:13]=[CH:14][C:15]=2[C:16]([O:18][CH2:19][CH3:20])=[O:17])[C:5]2[N:10]([CH3:11])[N:9]=[C:8]([CH3:12])[C:6]=2[N:7]=1)[CH3:21] |f:1.2|. Reported procedure: 5.86 gms. of 5-chloro-1,3-dimethyl-1H-dipyrazolo[1,5-a:4',3'-e]pyrazine-6-carboxylic acid, ethyl ester, in ethanol is refluxed with 20 mM of sodium ethylate for 30 minutes. Upon cooling, the product, 5-ethoxy-1,3-dimethyl-1H-dipyrazolo[1,5-a:4',3'-e]pyrazine-6-carboxylic acid, ethyl ester, crystallizes in the form of white needles. The product is recrystallized from n-propanol, yield 4.2 gms, m.p. 116°-118°. Starting materials: ClC1=C(C=C(C=C1)NC(=O)N)C(F)(F)F (1-(4-chloro-3-(trifluoromethyl)phenyl)urea), N12CCCCCC2=NCCC1 (1,8-diazabicyclo[5.4.0]undec-7-ene), NC1=CC=C(C=C1)O (4-amino phenol), CS(=O)C (dimethyl sulfoxide). Run in C(C)#N (acetonitrile). Yields the product ClC1=C(C=C(C=C1)NC(=O)NC1=CC=C(C=C1)O)C(F)(F)F (1-(4-chloro-3-(trifluoromethyl)phenyl)-3-(4-hydroxyphenyl)urea). The yield is 70.7%. RXN SMILES: [Cl:1][C:2]1[CH:7]=[CH:6][C:5]([NH:8][C:9]([NH2:11])=[O:10])=[CH:4][C:3]=1[C:12]([F:15])([F:14])[F:13].N12CCCN=C1CCCCC2.N[C:28]1[CH:33]=[CH:32][C:31]([OH:34])=[CH:30][CH:29]=1.CS(C)=O>C(#N)C>[Cl:1][C:2]1[CH:7]=[CH:6][C:5]([NH:8][C:9]([NH:11][C:28]2[CH:33]=[CH:32][C:31]([OH:34])=[CH:30][CH:29]=2)=[O:10])=[CH:4][C:3]=1[C:12]([F:13])([F:14])[F:15]. Procedure details: 1-(4-chloro-3-(trifluoromethyl)phenyl)urea (100 g, 0.04191 mol), 1,8-diazabicyclo[5.4.0]undec-7-ene (9.4 ml, 0.0628 mol) and 4-amino phenol (5.48 g, 0.050 mol) were mixed with dimethyl sulfoxide (25 ml) and the reaction mass was heated to 80°-90° C. for 8-9 hours. It was then cooled to room temperature and quenched in water (150 ml). The quenched mass was extracted repeatedly with ethyl acetate and the combined ethyl acetate layer was then back washed with water. The residue was then dried over ...